This data is from the Open Reaction Database (ORD), a public repository of structured organic reaction records. The task is: describe an organic reaction: reactants, conditions, products, and yield Reactants: [BH4-], CC(C)(C)[Si](C)(C)OC1CN(C(=O)c2cc3nccc(Oc4ccc([N+](=O)[O-])cc4F)c3s2)C1, C1CCOC1, CO, [Na+]. Product: CC(C)(C)[Si](C)(C)OC1CN(C(=O)c2cc3nccc(Oc4ccc(N)cc4F)c3s2)C1. RXN SMILES: [BH4-:35].[C:1]([CH3:2])([CH3:3])([CH3:4])[Si:5]([O:6][CH:7]1[CH2:8][N:9]([C:11](=[O:12])[c:13]2[cH:14][c:15]3[n:16][cH:17][cH:18][c:19]([O:22][c:23]4[c:24]([F:32])[cH:25][c:26]([N+:29]([O-:30])=[O:31])[cH:27][cH:28]4)[c:20]3[s:21]2)[CH2:10]1)([CH3:33])[CH3:34].[CH2:39]1[O:40][CH2:41][CH2:42][CH2:43]1.[CH3:37][OH:38].[Na+:36]>>[C:1]([CH3:2])([CH3:3])([CH3:4])[Si:5]([O:6][CH:7]1[CH2:8][N:9]([C:11](=[O:12])[c:13]2[cH:14][c:15]3[n:16][cH:17][cH:18][c:19]([O:22][c:23]4[c:24]([F:32])[cH:25][c:26]([NH2:29])[cH:27][cH:28]4)[c:20]3[s:21]2)[CH2:10]1)([CH3:33])[CH3:34].